Dataset: the Open Reaction Database (ORD), a public repository of structured organic reaction records. Task: describe an organic reaction: reactants, conditions, products, and yield The reactants are CC(C)(C)OC(=O)N1CCCCC1C(=O)O, CC(=O)O, CCOC(C)=O, CC(C)N=C=NC(C)C, ClCCl, [Li+], Nc1ccc(C#Cc2c[nH]nc2-c2cc(Cl)ccc2O)cc1, [OH-], O, O. The product is CC(C)(C)OC(=O)N1CCCCC1C(=O)Nc1ccc(C#Cc2c[nH]nc2-c2cc(Cl)ccc2O)cc1. Reaction SMILES: [C:23](=[O:24])([O:25][C:26]([CH3:27])([CH3:28])[CH3:29])[N:30]1[CH:31]([C:36](=[O:37])[OH:38])[CH2:32][CH2:33][CH2:34][CH2:35]1.[CH3:51][C:52](=[O:53])[OH:54].[CH3:59][CH2:60][O:61][C:62](=[O:63])[CH3:64].[CH:39]([N:40]=[C:41]=[N:42][CH:43]([CH3:44])[CH3:45])([CH3:46])[CH3:47].[Cl:55][CH2:56][Cl:57].[Li+:49].[NH2:1][c:2]1[cH:3][cH:4][c:5]([C:8]#[C:9][c:10]2[c:11](-[c:15]3[c:16]([OH:22])[cH:17][cH:18][c:19]([Cl:21])[cH:20]3)[n:12][nH:13][cH:14]2)[cH:6][cH:7]1.[OH-:48].[OH2:50].[OH2:58]>>[NH:1]([c:2]1[cH:3][cH:4][c:5]([C:8]#[C:9][c:10]2[c:11](-[c:15]3[c:16]([OH:22])[cH:17][cH:18][c:19]([Cl:21])[cH:20]3)[n:12][nH:13][cH:14]2)[cH:6][cH:7]1)[C:36]([CH:31]1[N:30]([C:23](=[O:24])[O:25][C:26]([CH3:27])([CH3:28])[CH3:29])[CH2:35][CH2:34][CH2:33][CH2:32]1)=[O:37]. Starting materials: (S)-[2-[[(4-methylphenl)sulfonyl]amino]hexyl]phosphonic acid, diethyl ester, P(OCC)(OCC)[O-] (Diethyl phosphite), [H-].[Na+] (Sodium hydride), CC1=CC=C(C=C1)S(=O)(=O)N[C@H](CO)CCCC ((S)-2-[[(4-methylphenyl)sulfonyl]amino]-1-hexanol), 4-methylbenzenesulfonate ester. The solvent is O1CCCC1 (tetrahydrofuran). Yields the product CC1=CC=C(C=C1)S(=O)(=O)N[C@H](CP(OCC)(OCC)=O)CCCC ((S)-[2-[[(4-Methylphenyl)sulfonyl]amino]hexyl]phosphonic acid, diethyl ester). RXN SMILES: [P:1]([O-:8])([O:5][CH2:6][CH3:7])[O:2][CH2:3][CH3:4].[H-].[Na+].[CH3:11][C:12]1[CH:17]=[CH:16][C:15]([S:18]([NH:21][C@@H:22]([CH2:25][CH2:26][CH2:27][CH3:28])[CH2:23]O)(=[O:20])=[O:19])=[CH:14][CH:13]=1>O1CCCC1>[CH3:11][C:12]1[CH:17]=[CH:16][C:15]([S:18]([NH:21][C@@H:22]([CH2:25][CH2:26][CH2:27][CH3:28])[CH2:23][P:1](=[O:8])([O:5][CH2:6][CH3:7])[O:2][CH2:3][CH3:4])(=[O:20])=[O:19])=[CH:14][CH:13]=1 |f:1.2|. Reported procedure: Diethyl phosphite (8.9 ml., 69 mmole) is dissolved in dry tetrahydrofuran (125 ml.) under argon in a 250 ml. round-bottomed flask equipped with a condenser. Sodium hydride (2.4 g.) is added in small portions with frothing and bubbling. When the evolution of hydrogen ceases, the reaction mixture is heated to reflux for 45 minutes. It is then cooled to room temperature, and a solution of (S)-2-[[(4-methylphenyl)sulfonyl]amino]-1-hexanol, 4-methylbenzenesulfonate ester (18.1 mmole) is added dropwis... Starting materials: C=CC(=O)OCc1ccccc1, CC(=O)NC1CCNCC1, CC#N. Product: CC(=O)NC1CCN(CCC(=O)OCc2ccccc2)CC1. As a reaction SMILES: [C:11]([CH:12]=[CH2:13])(=[O:14])[O:15][CH2:16][c:17]1[cH:18][cH:19][cH:20][cH:21][cH:22]1.[C:1]([CH3:2])(=[O:3])[NH:4][CH:5]1[CH2:6][CH2:7][NH:8][CH2:9][CH2:10]1.[CH3:23][C:24]#[N:25]>>[C:1]([CH3:2])(=[O:3])[NH:4][CH:5]1[CH2:6][CH2:7][N:8]([CH2:13][CH2:12][C:11](=[O:14])[O:15][CH2:16][c:17]2[cH:18][cH:19][cH:20][cH:21][cH:22]2)[CH2:9][CH2:10]1. The reactants are C(=O)C1=CC=C(C(=O)NC2=C(C=CC=C2)NC(OC(C)(C)C)=O)C=C1 (t-Butyl [2-(4-formyl-benzoylamino)-phenyl]-carbamate), O1CCN(CC1)C1=CC=C(C=C1)C(C)=O (4′-morpholino acetophenone), C(C)(=O)C1=CC=CC=C1 (acetophenone), [OH-].[Na+] (NaOH). The solvent is CO (MeOH). Run at time 3 day. Yields the product N1(CCOCC1)C1=CC=C(C=C1)C(C=CC1=CC=C(C(=O)NC2=C(C=CC=C2)NC(OC(C)(C)C)=O)C=C1)=O (t-Butyl (2-{4-[3-(4-morpholin-4-yl-phenyl)-3-oxo-propenyl]-benzoylamino}-phenyl)-carbamate). Yield: 90.0%. RXN SMILES: [CH:1]([C:3]1[CH:25]=[CH:24][C:6]([C:7]([NH:9][C:10]2[CH:15]=[CH:14][CH:13]=[CH:12][C:11]=2[NH:16][C:17](=[O:23])[O:18][C:19]([CH3:22])([CH3:21])[CH3:20])=[O:8])=[CH:5][CH:4]=1)=O.[O:26]1[CH2:31][CH2:30][N:29]([C:32]2[CH:37]=[CH:36][C:35]([C:38](=[O:40])[CH3:39])=[CH:34][CH:33]=2)[CH2:28][CH2:27]1.C(C1C=CC=CC=1)(=O)C.[OH-].[Na+]>CO>[N:29]1([C:32]2[CH:33]=[CH:34][C:35]([C:38](=[O:40])[CH:39]=[CH:1][C:3]3[CH:4]=[CH:5][C:6]([C:7]([NH:9][C:10]4[CH:15]=[CH:14][CH:13]=[CH:12][C:11]=4[NH:16][C:17](=[O:23])[O:18][C:19]([CH3:22])([CH3:20])[CH3:21])=[O:8])=[CH:24][CH:25]=3)=[CH:36][CH:37]=2)[CH2:28][CH2:27][O:26][CH2:31][CH2:30]1 |f:3.4|. Procedure details: To a stirred solution at room temperature of XI (210 mg, 0.62 mmol), 4′-morpholino acetophenone (227 mg, 1.11 mmol) or acetophenone derivative (1.5–2.0 equiv.) in MeOH (10 ml) was added a solution of NaOH (1.9 ml, 1N in H2O). A precipitate appeared. After 3 days, the reaction mixture was filtered off, rinsed with MeOH, air-dried and dried under vacuum to afford the title compound XXVf (295 mg, 0.56 mmol, 90% yield) as a yellow solid. Reaction SMILES: [Cl:1][C:2]1[CH:7]=[CH:6][C:5]([C:8]2[N:12]3[CH2:13][CH2:14][N:15]=[C:16]([CH3:17])[C:11]3=[CH:10][CH:9]=2)=[CH:4][CH:3]=1.[BH4-].[Na+].[C:20]([OH:27])(=[O:26])/[CH:21]=[CH:22]/[C:23]([OH:25])=[O:24]>CO.O.C(O)C>[C:20]([OH:27])(=[O:26])/[CH:21]=[CH:22]/[C:23]([OH:25])=[O:24].[Cl:1][C:2]1[CH:3]=[CH:4][C:5]([C:8]2[N:12]3[CH2:13][CH2:14][NH:15][CH:16]([CH3:17])[C:11]3=[CH:10][CH:9]=2)=[CH:6][CH:7]=1 |f:1.2,7.8|. Reactants: ClC1=CC=C(C=C1)C1=CC=C2N1CCN=C2C (6-(p-Chlorophenyl)-3,4-dihydro-1-methylpyrrolo[1,2-a]pyrazine), saturated solution, C(\C=C\C(=O)O)(=O)O (fumaric acid), [BH4-].[Na+] (sodium borohydride). Procedure details: 6-(p-Chlorophenyl)-3,4-dihydro-1-methylpyrrolo[1,2-a]pyrazine (1.0 g) was dissolved in a mixture of 100 ml of methanol and 10 ml of water under argon. The solution was treated portionwise with 0.5 g of sodium borohydride while stirring and stirred at room temperature overnight. Thereafter, the methanol was removed in a vacuum, the residue was taken up in 100 ml of methylene chloride and washed with 50 ml of 10% ammonia solution. The phases were separated and the aqueous phase was extracted twice... The solvent is CO (methanol), O (water), C(C)O (ethanol). Yields the product C(\C=C\C(=O)O)(=O)O.ClC1=CC=C(C=C1)C1=CC=C2N1CCNC2C (6-(p-chlorophenyl)-1,2,3,4-tetrahydro-1-methylpyrrolo[1,2-a]pyrazine fumarate). Yield: 74.0%. Reactants: Br.[N+](=O)([O-])C=1C=C(C=CC1)C=1N=C(SC1)N (4-(3-nitro-phenyl)-thiazol-2-ylamine hydrobromide), C1(=CC=CC=C1)S(=O)(=O)Cl (benzenesulfonyl chloride), Cl (hydrochloric acid). Solvent: N1=CC=CC=C1 (pyridine). Reaction conditions: time 30 minute. Product: [N+](=O)([O-])C=1C=C(C=CC1)C=1N=C(SC1)NS(=O)(=O)C1=CC=CC=C1 (N-[4-(3-Nitro-phenyl)-thiazol-2-yl]-benzenesulfonamide). Reaction SMILES: Br.[N+:2]([C:5]1[CH:6]=[C:7]([C:11]2[N:12]=[C:13]([NH2:16])[S:14][CH:15]=2)[CH:8]=[CH:9][CH:10]=1)([O-:4])=[O:3].[C:17]1([S:23](Cl)(=[O:25])=[O:24])[CH:22]=[CH:21][CH:20]=[CH:19][CH:18]=1.Cl>N1C=CC=CC=1>[N+:2]([C:5]1[CH:6]=[C:7]([C:11]2[N:12]=[C:13]([NH:16][S:23]([C:17]3[CH:22]=[CH:21][CH:20]=[CH:19][CH:18]=3)(=[O:25])=[O:24])[S:14][CH:15]=2)[CH:8]=[CH:9][CH:10]=1)([O-:4])=[O:3] |f:0.1|. Reported procedure: A mixture of 0.5 g of 4-(3-nitro-phenyl)-thiazol-2-ylamine hydrobromide with 0.21 g of benzenesulfonyl chloride was stirred overnight with 2 ml of pyridine. The resulting, red colored suspension was poured into 25 ml of 1N hydrochloric acid and the solid which thereby separated was filtered off and dissolved in a mixture of 20 ml of ethanol and 20 ml of 2N sodium hydroxide solution. After the addition of 0.5 g of active charcoal the mixture was stirred at room temperature for 30 minutes and subs... Reactants: CNCCCO (3-methylamino-propan-1-ol), C1(CC1)C1=CC=C(C(=N1)C(=O)NC1=C(C(=O)O)C=CN=C1)NC=1C=NC=NC1 (3-{[6-cyclopropyl-3-(pyrimidin-5-ylamino)-pyridine-2-carbonyl]-amino}-isonicotinic acid). Product: OCCCN(C(=O)C1=C(C=NC=C1)NC(=O)C1=NC(=CC=C1NC=1C=NC=NC1)C1CC1)C (6-Cyclopropyl-3-(pyrimidin-5-ylamino)-pyridine-2-carboxylic acid {4-[(3-hydroxy-propyl)-methyl-carbamoyl]-pyridin-3-yl}-amide). Yield: 34.0%. RXN SMILES: [CH3:1][NH:2][CH2:3][CH2:4][CH2:5][OH:6].[CH:7]1([C:10]2[N:15]=[C:14]([C:16]([NH:18][C:19]3[CH:27]=[N:26][CH:25]=[CH:24][C:20]=3[C:21](O)=[O:22])=[O:17])[C:13]([NH:28][C:29]3[CH:30]=[N:31][CH:32]=[N:33][CH:34]=3)=[CH:12][CH:11]=2)[CH2:9][CH2:8]1>>[OH:6][CH2:5][CH2:4][CH2:3][N:2]([CH3:1])[C:21]([C:20]1[CH:24]=[CH:25][N:26]=[CH:27][C:19]=1[NH:18][C:16]([C:14]1[C:13]([NH:28][C:29]2[CH:34]=[N:33][CH:32]=[N:31][CH:30]=2)=[CH:12][CH:11]=[C:10]([CH:7]2[CH2:8][CH2:9]2)[N:15]=1)=[O:17])=[O:22]. Reported procedure: According to the general method described in step 3 of example 53, reaction of 3-methylamino-propan-1-ol with 3-{[6-cyclopropyl-3-(pyrimidin-5-ylamino)-pyridine-2-carbonyl]-amino}-isonicotinic acid provided the title compound (34%) as amorphous yellow solid. Reactants: [Si](C)(C)(C(C)(C)C)O[C@H]1[C@H]([C@H](OC1)C=1C=NC=CC1)/C=C/C(=O)OC (methyl (E)-(2S,3S,4S)-3-[4-(t-butyldimethylsilyloxy)-2-(3-pyridyl)tetrahydrofuran-3-yl]-2-propenoate). Reagents/catalysts: [Pd] (palladium on carbon). Solvent: C(C)O (ethanol). Yields the product [Si](C)(C)(C(C)(C)C)O[C@H]1[C@H]([C@H](OC1)C=1C=NC=CC1)CCC(=O)OC (methyl (2S,3S,4S)-3-[4-(t-butyl-dimethylsilyloxy)-2-(3-pyridyl)tetrahydrofuran-3-yl]propanoate). Reaction SMILES: [Si:1]([O:8][C@@H:9]1[CH2:13][O:12][C@H:11]([C:14]2[CH:15]=[N:16][CH:17]=[CH:18][CH:19]=2)[C@@H:10]1/[CH:20]=[CH:21]/[C:22]([O:24][CH3:25])=[O:23])([C:4]([CH3:7])([CH3:6])[CH3:5])([CH3:3])[CH3:2]>C(O)C.[Pd]>[Si:1]([O:8][C@@H:9]1[CH2:13][O:12][C@H:11]([C:14]2[CH:15]=[N:16][CH:17]=[CH:18][CH:19]=2)[C@@H:10]1[CH2:20][CH2:21][C:22]([O:24][CH3:25])=[O:23])([C:4]([CH3:7])([CH3:6])[CH3:5])([CH3:3])[CH3:2]. Reported procedure: A solution of 6.7 g (0.0184 mol) of methyl (E)-(2S,3S,4S)-3-[4-(t-butyldimethylsilyloxy)-2-(3-pyridyl)tetrahydrofuran-3-yl]-2-propenoate in 94 mL of ethanol is hydrogenated over 0.7 g of 10% palladium on carbon catalyst at atmospheric pressure. The catalyst is filtered, washed with ethanol and the filtrates are evaporated to dryness to give methyl (2S,3S,4S)-3-[4-(t-butyl-dimethylsilyloxy)-2-(3-pyridyl)tetrahydrofuran-3-yl]propanoate as an oil with elemental analysis: C, 62.77; H, 8.35: N, 3.84 ... Starting materials: C(C)(C)(C)OC(=O)N1CC2N(CC2CC1)C(=O)C1=C(N=C(S1)C)C1=C(C=CC=C1)F (8-[4-(2-fluoro-phenyl)-2-methyl-thiazole-5-carbonyl]-3,8-diaza-bicyclo[4.2.0]octane-3-carboxylic acid tert-butyl ester), FC(C(=O)O)(F)F (trifluoro acetic acid). Solvent: O1CCOCC1 (dioxane). Conditions: time 16 hour. The product is C12CNCCC2CN1C(=O)C1=C(N=C(S1)C)C1=C(C=CC=C1)F ((3,8-Diaza-bicyclo[4.2.0]oct-8-yl)-[4-(2-fluoro-phenyl)-2-methyl-thiazol-5-yl]-methanone). Reaction SMILES: C(OC([N:8]1[CH2:15][CH2:14][CH:13]2[CH:10]([N:11]([C:16]([C:18]3[S:22][C:21]([CH3:23])=[N:20][C:19]=3[C:24]3[CH:29]=[CH:28][CH:27]=[CH:26][C:25]=3[F:30])=[O:17])[CH2:12]2)[CH2:9]1)=O)(C)(C)C.FC(F)(F)C(O)=O>O1CCOCC1>[CH:10]12[N:11]([C:16]([C:18]3[S:22][C:21]([CH3:23])=[N:20][C:19]=3[C:24]3[CH:29]=[CH:28][CH:27]=[CH:26][C:25]=3[F:30])=[O:17])[CH2:12][CH:13]1[CH2:14][CH2:15][NH:8][CH2:9]2. Procedure: To a solution of 8-[4-(2-fluoro-phenyl)-2-methyl-thiazole-5-carbonyl]-3,8-diaza-bicyclo[4.2.0]octane-3-carboxylic acid tert-butyl ester in dioxane (8 mL) was added trifluoro acetic acid (3 mL), the reaction mixture was stirred for 16 h at room temperature. The solvent and the excess of trifluoro acetic acid were removed under reduced pressure. The resulting trifluoro acetic acid salt of the title compound was used crude without further purification (54.0 mg, 56%). MS (ESI) mass calcd. for C17H18... Starting materials: C(#N)[BH3-].[Na+] (sodium cyanoborohydride), Cl.C(C)N (Ethylamine hydrochloride), C(=O)(OCC)N1CC(C(CC1)=O)C (1-carbethoxy-3-methyl-4-piperidone), [OH-].[K+] (KOH). Solvent: CO (methanol). Conditions: temperature 0 celsius, time 3 hour. Yields the product C(=O)(OCC)N1CC(C(CC1)NCC)C (1-carbethoxy-4-ethylamino-3-methylpiperidine). Reaction SMILES: Cl.[CH2:2]([NH2:4])[CH3:3].[C:5]([N:10]1[CH2:15][CH2:14][C:13](=O)[CH:12]([CH3:17])[CH2:11]1)([O:7][CH2:8][CH3:9])=[O:6].[OH-].[K+].C([BH3-])#N.[Na+]>CO>[C:5]([N:10]1[CH2:15][CH2:14][CH:13]([NH:4][CH2:2][CH3:3])[CH:12]([CH3:17])[CH2:11]1)([O:7][CH2:8][CH3:9])=[O:6] |f:0.1,3.4,5.6|. Reported procedure: Ethylamine hydrochloride (5 g, 61.34 mmol) was added to the stirred solution of 1-carbethoxy-3-methyl-4-piperidone (3.5 g, 18.9 mmol) obtained as described in Preparation 1, in methanol (30 ml) followed by 3.43 g (61.34 mmol) KOH. Stirring was continued for 3 hr at ambient temperature. The resulting mixture was cooled at 0° C. and sodium cyanoborohydride (1.4 g, 22.22 mmol) was added to it. Cooling was removed after 10 min. and resulting mixture was stirred for 16 hr at ambient temperature. The ...